This data is from the Open Reaction Database (ORD), a public repository of structured organic reaction records. The task is: describe an organic reaction: reactants, conditions, products, and yield The reactants are O=C(Br)CBr, c1ccc(CNCc2ccccc2)cc1, CN(C)c1ccccc1. The product is O=C(CBr)N(Cc1ccccc1)Cc1ccccc1. RXN SMILES: [Br:25][CH2:26][C:27](=[O:28])[Br:29].[CH2:1]([c:2]1[cH:3][cH:4][cH:5][cH:6][cH:7]1)[NH:8][CH2:9][c:10]1[cH:11][cH:12][cH:13][cH:14][cH:15]1.[CH3:16][N:17]([c:18]1[cH:19][cH:20][cH:21][cH:22][cH:23]1)[CH3:24]>>[CH2:1]([c:2]1[cH:3][cH:4][cH:5][cH:6][cH:7]1)[N:8]([CH2:9][c:10]1[cH:11][cH:12][cH:13][cH:14][cH:15]1)[C:27]([CH2:26][Br:25])=[O:28]. Yields the product C(C(C)(C)C)N1C(OC2(C1)CC(CCC2)CNC2=C(C=CC(=C2)C(F)(F)F)[N+](=O)[O-])=O (3-neopentyl-7-(((2-nitro-5-(trifluoromethyl)phenyl)amino)methyl)-1-oxa-3-azaspiro[4.5]decan-2-one). Procedure details: A solution containing 2-nitro-5-(trifluoromethyl)aniline (0.777 g, 3.77 mmol) and 7-(bromomethyl)-3-neopentyl-1-oxa-3-azaspiro[4.5]decan-2-one (1.00 g, 3.14 mmol) in DMF (15 mL) was treated with cesium carbonate (3.07 g, 9.43 mmol) and stirred at 60° C. overnight. The cooled reaction mixture was diluted with saturated, aqueous ammonium chloride solution, and the product was extracted into DCM. The organics were washed with brine, dried over Na2SO4, and concentrated. The residue was purified on a... As a reaction SMILES: [N+:1]([C:4]1[CH:10]=[CH:9][C:8]([C:11]([F:14])([F:13])[F:12])=[CH:7][C:5]=1[NH2:6])([O-:3])=[O:2].Br[CH2:16][CH:17]1[CH2:32][CH2:31][CH2:30][C:19]2([O:23][C:22](=[O:24])[N:21]([CH2:25][C:26]([CH3:29])([CH3:28])[CH3:27])[CH2:20]2)[CH2:18]1.C(=O)([O-])[O-].[Cs+].[Cs+].[Cl-].[NH4+]>CN(C=O)C>[CH2:25]([N:21]1[CH2:20][C:19]2([CH2:30][CH2:31][CH2:32][CH:17]([CH2:16][NH:6][C:5]3[CH:7]=[C:8]([C:11]([F:12])([F:13])[F:14])[CH:9]=[CH:10][C:4]=3[N+:1]([O-:3])=[O:2])[CH2:18]2)[O:23][C:22]1=[O:24])[C:26]([CH3:29])([CH3:28])[CH3:27] |f:2.3.4,5.6|. Run in CN(C)C=O (DMF). The reactants are [Cl-].[NH4+] (ammonium chloride), [N+](=O)([O-])C1=C(N)C=C(C=C1)C(F)(F)F (2-nitro-5-(trifluoromethyl)aniline), BrCC1CC2(CN(C(O2)=O)CC(C)(C)C)CCC1 (7-(bromomethyl)-3-neopentyl-1-oxa-3-azaspiro[4.5]decan-2-one), C([O-])([O-])=O.[Cs+].[Cs+] (cesium carbonate). The yield is 18.7%. Reaction conditions: temperature 60 celsius, time 8 hour. Reactants: O=C[C@H](O)[C@@H](O)[C@H](O)[C@H](O)CO (glucose), O=O (oxygen). Reagents/catalysts: [Pd] (palladium). Reaction conditions: time 2.5 hour. Product: O=C([C@H](O)[C@@H](O)[C@H](O)[C@H](O)CO)O (gluconic acid). As a reaction SMILES: [O:1]=[CH:2][C@@H:3]([C@H:5]([C@@H:7]([C@@H:9]([CH2:11][OH:12])[OH:10])[OH:8])[OH:6])[OH:4].[O:13]=O>[Pd]>[O:1]=[C:2]([OH:13])[C@@H:3]([C@H:5]([C@@H:7]([C@@H:9]([CH2:11][OH:12])[OH:10])[OH:8])[OH:6])[OH:4]. Reported procedure: By using 27.0 g of the thus prepared catalyst (0.1% by weight based on glucose, calculated as palladium metal), an aqueous solution of glucose was oxidized at a temperature of 30° ± 3° C and a pH of 10.0 in the same manner as described in Example 1 except that air was used instead of the oxygen gas used in Example 1. The reaction was completed in 2.5 hours and a colorless transparent liquid was obtained. The content of gluconic acid in the solid obtained by concentration of the liquid was 98.0 w... Reactants: C1CCC(CC1)N=C=NC2CCCCC2 (DCC), N([C@@H](CC1=CNC2=CC=CC=C12)C(=O)O)C(=O)OCC1=CC=CC=C1 (Z-Trp-OH), N1[C@H](C(=O)OC(C)(C)C)CCC1 (H-Pro-OBut), C=1C=CC2=C(C1)N=NN2O (HOBt). Run in CN(C=O)C (dimethylformamide). Reaction conditions: temperature 0 celsius, time 2 hour. Product: N([C@@H](CC1=CNC2=CC=CC=C12)C(=O)N1[C@H](C(=O)OC(C)(C)C)CCC1)C(=O)OCC1=CC=CC=C1 (Z-Trp-Pro-OBut). Reaction SMILES: C1CCC(N=C=NC2CCCCC2)CC1.[NH:16]([C:31]([O:33][CH2:34][C:35]1[CH:40]=[CH:39][CH:38]=[CH:37][CH:36]=1)=[O:32])[C@H:17]([C:28]([OH:30])=O)[CH2:18][C:19]1[C:27]2[C:22](=[CH:23][CH:24]=[CH:25][CH:26]=2)[NH:21][CH:20]=1.[NH:41]1[CH2:52][CH2:51][CH2:50][C@H:42]1[C:43]([O:45][C:46]([CH3:49])([CH3:48])[CH3:47])=[O:44].C1C=CC2N(O)N=NC=2C=1>CN(C)C=O>[NH:16]([C:31]([O:33][CH2:34][C:35]1[CH:36]=[CH:37][CH:38]=[CH:39][CH:40]=1)=[O:32])[C@H:17]([C:28]([N:41]1[CH2:52][CH2:51][CH2:50][C@H:42]1[C:43]([O:45][C:46]([CH3:48])([CH3:49])[CH3:47])=[O:44])=[O:30])[CH2:18][C:19]1[C:27]2[C:22](=[CH:23][CH:24]=[CH:25][CH:26]=2)[NH:21][CH:20]=1. Procedure details: 10.92 g (53 mmoles) of DCC are added at 0° C. to a solution of 16.9 g (50 mmoles) of Z-Trp-OH, 8.55 g (50 mmoles) of H-Pro-OBut and 6.75 g (50 mmoles) of HOBt in 75 ml of dimethylformamide. The mixture is stirred for 2 hours at 0° C. and left to stand overnight at room temperature. The precipitate is filtered off and the filtrate is concentrated. The residue is worked up analogously to Example 1 a. The residue is triturated with ether. Yield 19.49 g (79%), melting point 173°, [α]D25 =-54.2° (c=1...